Dataset: the Open Reaction Database (ORD), a public repository of structured organic reaction records. Task: describe an organic reaction: reactants, conditions, products, and yield The reactants are [OH-].[K+] (potassium hydroxide), FC=1C=C(C=C2C(=NN(C12)C(C1=CC=CC=C1)(C1=CC=CC=C1)C1=CC=CC=C1)\C=C\C=1C=NC=CC1)C#N (7-fluoro-3-[(E)-2-(pyridin-3-yl)-vinyl]-1-trityl-1H-indazole-5-carbonitrile), C(C)O (ethanol), Cl (hydrochloric acid). Conditions: temperature 80 celsius, time 8 hour. Product: FC=1C=C(C=C2C(=NN(C12)C(C1=CC=CC=C1)(C1=CC=CC=C1)C1=CC=CC=C1)\C=C\C=1C=NC=CC1)C(=O)O (7-Fluoro-3-[(E)-2-(pyridin-3-yl)-vinyl]-1-trityl-1H-indazole-5-carboxylic acid). As a reaction SMILES: [F:1][C:2]1[CH:3]=C(C#N)[CH:5]=[C:6]2[C:10]=1[N:9]([C:11]([C:24]1[CH:29]=[CH:28][CH:27]=[CH:26][CH:25]=1)([C:18]1[CH:23]=[CH:22][CH:21]=[CH:20][CH:19]=1)[C:12]1[CH:17]=[CH:16][CH:15]=[CH:14][CH:13]=1)[N:8]=[C:7]2/[CH:30]=[CH:31]/[C:32]1[CH:33]=[N:34][CH:35]=[CH:36][CH:37]=1.[OH-:40].[K+].Cl.[CH2:43]([OH:45])[CH3:44]>>[F:1][C:2]1[CH:3]=[C:44]([C:43]([OH:40])=[O:45])[CH:5]=[C:6]2[C:10]=1[N:9]([C:11]([C:24]1[CH:29]=[CH:28][CH:27]=[CH:26][CH:25]=1)([C:18]1[CH:23]=[CH:22][CH:21]=[CH:20][CH:19]=1)[C:12]1[CH:17]=[CH:16][CH:15]=[CH:14][CH:13]=1)[N:8]=[C:7]2/[CH:30]=[CH:31]/[C:32]1[CH:33]=[N:34][CH:35]=[CH:36][CH:37]=1 |f:1.2|. Reported procedure: 3.60 g of 7-fluoro-3-[(E)-2-(pyridin-3-yl)-vinyl]-1-trityl-1H-indazole-5-carbonitrile was dissolved in 500 mL of ethanol, added with 154 g of potassium hydroxide, and stirred at 80° C. overnight. After cooling to room temperature, the solution was adjusted to pH 3 by 5N hydrochloric acid, and extracted with ethyl acetate. The organic layer was washed with water and saturated brine, dried over magnesium sulfate, and the solvent was evaporated. The obtained crude product was purified by silica gel... As a reaction SMILES: [CH3:1][C:2]1[CH2:3][C:4]2[C:9]([CH:10]=1)=[CH:8][CH:7]=[CH:6][CH:5]=2.[C:11]1([CH3:17])[CH:16]=[CH:15][CH:14]=[CH:13][CH:12]=1.[CH2:18]([Li])[CH2:19][CH2:20]C.[CH3:23][Si:24]([CH3:27])(Cl)Cl>O.C1COCC1>[CH3:23][Si:24]([CH3:27])([CH:18]1[C:16]2[C:11](=[CH:12][CH:13]=[CH:14][CH:15]=2)[CH:17]=[C:19]1[CH3:20])[CH:3]1[C:4]2[C:9](=[CH:8][CH:7]=[CH:6][CH:5]=2)[CH:10]=[C:2]1[CH3:1]. Reactants: C[Si](Cl)(Cl)C (dimethyldichlorosilane), CC=1CC2=CC=CC=C2C1 (2-methylindene), C1(=CC=CC=C1)C (toluene), C(CCC)[Li] (n-butyllithium). Reported procedure: 8.0 g (61.4 mmoles) of 2-methylindene are introduced into 175 mL of toluene and 13 mL of THF, and 24.6 mL of n-butyllithium (2.5 M in toluene) are added without interruption at room temperature. After this addition is complete, the mixture is heated to 80° C. and stirred at this temperature for one hour. It is allowed to cool to 40° C., then 3.96 g (30.7 mmoles) of dimethyldichlorosilane are slowly added dropwise. After this addition, the reaction solution is stirred for three hours at 60° C. an... The product is C[Si](C1C(=CC2=CC=CC=C12)C)(C1C(=CC2=CC=CC=C12)C)C (Dimethylbis(2-methyl-indenyl)silane). Conditions: temperature 80 celsius, time 1 hour. The solvent is O (water), C1CCOC1 (THF).